Dataset: the Open Reaction Database (ORD), a public repository of structured organic reaction records. Task: describe an organic reaction: reactants, conditions, products, and yield Reactants: S(C)(=O)(=O)O.CN1N=C(C(=C1)C1=NC=CC(=C1)OC1=CC(=C(C=C1F)NC(=O)C1(CC1)C(=O)NC1=CC=C(C=C1)F)F)C (N-(4-(2-(1,3-Dimethyl-1H-pyrazol-4-yl)pyridin-4-yloxy)-2,5-difluorophenyl)-N′-(4-fluorophenyl)cyclopropane-1,1-dicarboxamide mesylate), CS(=O)(=O)O (Methanesulfonic acid). Run in C1CCOC1 (THF), CCOCC (Et2O). The product is S(C)(=O)(=O)O.CN1N=CC(=C1C)C1=NC=CC(=C1)OC1=CC(=C(C=C1F)NC(=O)C1(CC1)C(=O)NC1=CC=C(C=C1)F)F (N-(4-(2-(1,5-dimethyl-1H-pyrazol-4-yl)pyridin-4-yloxy)-2,5-difluorophenyl)-N′-(4-fluorophenyl)cyclopropane-1,1-dicarboxamide mesylate). Yield: 82.5%. Reaction SMILES: [S:1]([OH:5])(=[O:4])(=[O:3])[CH3:2].C[N:7]1[CH:11]=[C:10]([C:12]2[CH:17]=[C:16]([O:18][C:19]3[C:24]([F:25])=[CH:23][C:22]([NH:26][C:27]([C:29]4([C:32]([NH:34][C:35]5[CH:40]=[CH:39][C:38]([F:41])=[CH:37][CH:36]=5)=[O:33])[CH2:31][CH2:30]4)=[O:28])=[C:21]([F:42])[CH:20]=3)[CH:15]=[CH:14][N:13]=2)[C:9]([CH3:43])=[N:8]1.[CH3:44]S(O)(=O)=O>C1COCC1.CCOCC>[S:1]([OH:5])(=[O:4])(=[O:3])[CH3:2].[CH3:44][N:8]1[C:9]([CH3:43])=[C:10]([C:12]2[CH:17]=[C:16]([O:18][C:19]3[C:24]([F:25])=[CH:23][C:22]([NH:26][C:27]([C:29]4([C:32]([NH:34][C:35]5[CH:40]=[CH:39][C:38]([F:41])=[CH:37][CH:36]=5)=[O:33])[CH2:30][CH2:31]4)=[O:28])=[C:21]([F:42])[CH:20]=3)[CH:15]=[CH:14][N:13]=2)[CH:11]=[N:7]1 |f:0.1,5.6|. Reported procedure: N-(4-(2-(1,5-Dimethyl-1H-pyrazol-4-yl)pyridin-4-yloxy)-2,5-difluorophenyl)-N′-(4-fluorophenyl)cyclopropane-1,1-dicarboxamide from Example 49 (0.081 g, 0.155 mmol) was dissolved in THF (2.5 ml) and warmed until reflux. Methanesulfonic acid (10.09 μl, 0.155 mmol) was added and the mixture cooled to RT. The mixture was slowly diluted with Et2O (5 ml). A precipitate immediately began to form upon addition. After the addition was complete, the mixture was sonicated for 20 min. The precipitate was fil... The reactants are CC(=NS(=O)C(C)(C)C)c1cc(C(=O)N(C)C)cc2c(=O)cc(N3CCOCC3)oc12, O=C([O-])[O-], CC(=O)O, CO, ClCCl, [Na+], [Na+]. The product is CC(NS(=O)C(C)(C)C)c1cc(C(=O)N(C)C)cc2c(=O)cc(N3CCOCC3)oc12. RXN SMILES: [C:1]([CH3:2])([CH3:3])([CH3:4])[S:5](=[O:6])[N:7]=[C:8]([CH3:9])[c:10]1[cH:11][c:12]([C:27](=[O:28])[N:29]([CH3:30])[CH3:31])[cH:13][c:14]2[c:15](=[O:26])[cH:16][c:17]([N:20]3[CH2:21][CH2:22][O:23][CH2:24][CH2:25]3)[o:18][c:19]12.[C:36](=[O:37])([O-:38])[O-:39].[CH3:32][C:33](=[O:34])[OH:35].[CH3:45][OH:46].[Cl:42][CH2:43][Cl:44].[Na+:40].[Na+:41]>>[C:1]([CH3:2])([CH3:3])([CH3:4])[S:5](=[O:6])[NH:7][CH:8]([CH3:9])[c:10]1[cH:11][c:12]([C:27](=[O:28])[N:29]([CH3:30])[CH3:31])[cH:13][c:14]2[c:15](=[O:26])[cH:16][c:17]([N:20]3[CH2:21][CH2:22][O:23][CH2:24][CH2:25]3)[o:18][c:19]12. Reactants: FC(OC=1C=C(C=CC1)C(N)C1=CC(=CC=C1)OC(F)(F)F)(F)F (bis(3-(trifluoromethoxy)phenyl)methanamine), N(=C=S)C1=CC(=CC=C1)C(F)(F)F (1-isothiocyanato-3-(trifluoromethyl)benzene). Run in C(Cl)Cl (CH2Cl2). Reaction conditions: time 16 hour. Yields the product C1(=CC=CC=C1)CC(C1=CC(=CC=C1)OC(F)(F)F)(C1=CC(=CC=C1)OC(F)(F)F)NC(=S)NC1=CC(=CC=C1)C(F)(F)F (1-(2-phenyl-1,1-bis(3-(trifluoromethoxy)phenyl)ethyl)-3-(3-(trifluoromethyl)phenyl)thiourea). RXN SMILES: [F:1][C:2]([F:24])([F:23])[O:3][C:4]1[CH:5]=[C:6]([CH:10]([C:12]2[CH:17]=[CH:16][CH:15]=[C:14]([O:18][C:19]([F:22])([F:21])[F:20])[CH:13]=2)[NH2:11])[CH:7]=[CH:8][CH:9]=1.[N:25]([C:28]1[CH:33]=[CH:32][CH:31]=[C:30]([C:34]([F:37])([F:36])[F:35])[CH:29]=1)=[C:26]=[S:27]>C(Cl)Cl>[C:6]1([CH2:10][C:10]([NH:11][C:26]([NH:25][C:28]2[CH:33]=[CH:32][CH:31]=[C:30]([C:34]([F:35])([F:37])[F:36])[CH:29]=2)=[S:27])([C:12]2[CH:17]=[CH:16][CH:15]=[C:14]([O:18][C:19]([F:22])([F:20])[F:21])[CH:13]=2)[C:6]2[CH:7]=[CH:8][CH:9]=[C:4]([O:3][C:2]([F:23])([F:24])[F:1])[CH:5]=2)[CH:7]=[CH:8][CH:9]=[CH:4][CH:5]=1. Procedure details: To a solution of bis(3-(trifluoromethoxy)phenyl)methanamine (20 mg, 0.057 mmol) in CH2Cl2 (0.1 mL) was added 1-isothiocyanato-3-(trifluoromethyl)benzene (35 mg, 0.17 mmol). The reaction mixture was stirred at rt for 16 h. The reaction mixture was concentrated and the residue was purified by prep HPLC (phenomenex AXIA Luna 75×30 mm, 5μ column eluting with 10-90% ACN/H2O over 10 minutes containing 0.1% TFA; 40 mL/min, monitoring at 220 nm) to afford 1-(2-phenyl-1,1-bis(3-(trifluoromethoxy)phenyl)e... Starting materials: [Br-], COCCOC, C[P+](c1ccccc1)(c1ccccc1)c1ccccc1, COC(=O)c1ccc(OC)c(OC2CCCCC2=O)c1, [H-], [Na+]. Yields the product C=C1CCCCC1Oc1cc(C(=O)OC)ccc1OC. Reaction SMILES: [Br-:29].[CH2:23]([CH2:24][O:25][CH3:26])[O:27][CH3:28].[CH3:30][P+:31]([c:32]1[cH:33][cH:34][cH:35][cH:36][cH:37]1)([c:38]1[cH:39][cH:40][cH:41][cH:42][cH:43]1)[c:44]1[cH:45][cH:46][cH:47][cH:48][cH:49]1.[CH3:3][O:4][c:5]1[c:6]([O:15][CH:16]2[C:17](=[O:22])[CH2:18][CH2:19][CH2:20][CH2:21]2)[cH:7][c:8]([C:9](=[O:10])[O:11][CH3:12])[cH:13][cH:14]1.[H-:1].[Na+:2]>>[CH3:3][O:4][c:5]1[c:6]([O:15][CH:16]2[C:17](=[CH2:23])[CH2:18][CH2:19][CH2:20][CH2:21]2)[cH:7][c:8]([C:9](=[O:10])[O:11][CH3:12])[cH:13][cH:14]1. Reactants: C(=O)C1=C(C(=C(N1)C)CCC(=O)O)C (3-(5-formyl-2,4-dimethyl-1H-pyrrol-3-yl)-propionic acid), ClC=1C=C(C=CC1F)NC=1C2=C(N=CN1)N(C(C2)=O)C (4-(3-Chloro-4-fluoro-phenylamino)-7-methyl-5,7-dihydro-pyrrolo[2,3-d]pyrimidin-6-one). Reagents/catalysts: N1CCCCC1 (piperidine). Solvent: C(C)O (ethanol). Product: ClC=1C=C(C=CC1F)NC=1C2=C(N=CN1)N(C(C2=CC2=C(C(=C(N2)C)CCC(=O)O)C)=O)C (3-{5-[4-(3-Chloro-4-fluoro-phenylamino)-7-methyl-6-oxo-6,7-dihydro-pyrrolo[2,3-D]pyrimidin-5-ylidenemethyl]-2,4-dimethyl-1H-pyrrol-3-yl}-propionic Acid). Yield: 22.5%. Reaction SMILES: [Cl:1][C:2]1[CH:3]=[C:4]([NH:9][C:10]2[C:11]3[CH2:18][C:17](=[O:19])[N:16]([CH3:20])[C:12]=3[N:13]=[CH:14][N:15]=2)[CH:5]=[CH:6][C:7]=1[F:8].[CH:21]([C:23]1[NH:27][C:26]([CH3:28])=[C:25]([CH2:29][CH2:30][C:31]([OH:33])=[O:32])[C:24]=1[CH3:34])=O>N1CCCCC1.C(O)C>[Cl:1][C:2]1[CH:3]=[C:4]([NH:9][C:10]2[C:11]3[C:18](=[CH:21][C:23]4[NH:27][C:26]([CH3:28])=[C:25]([CH2:29][CH2:30][C:31]([OH:33])=[O:32])[C:24]=4[CH3:34])[C:17](=[O:19])[N:16]([CH3:20])[C:12]=3[N:13]=[CH:14][N:15]=2)[CH:5]=[CH:6][C:7]=1[F:8]. Procedure details: 4-(3-Chloro-4-fluoro-phenylamino)-7-methyl-5,7-dihydro-pyrrolo[2,3-d]pyrimidin-6-one (100 mg, 0.34 mmol) was condensed with 3-(5-formyl-2,4-dimethyl-1H-pyrrol-3-yl)-propionic acid (80 mg, 0.41 mmol) and piperidine (2 drops) in ethanol (3 mL) at 80° C. for 2 hours to give 36 mg (23%) of the title compound. 1H NMR (300 MHz, DMSO-d6) δ 13.15 (br s, 1H, NH), 12.07 (br s, 1H, COOH), 9.18 (s, 1H), 8.33 (s, 1H), 7.71 (m, 1H), 7.40 (s, 1H), 7.30-7.39 (m, 2H), 3.32 (s, 3H, CH3), 2.63 (m, 2H, CH), 2.35 (m... The reactants are O1C(=NN=C1)C1=CC2=C(N=CN2)C=C1 (5-(1,3,4-oxadiazol-2-yl)benzimidazole), CC1=CC=C(CN)C=C1 (4-methylbenzylamine). The product is CC1=CC=C(CN2C(=NN=C2)C2=CC3=C(NC=N3)C=C2)C=C1 (5-(4-(4-Methylbenzyl)-4H-1,2,4-triazol-3-yl)-1H-benzo[d]imidazole). As a reaction SMILES: O1[CH:5]=[N:4][N:3]=[C:2]1[C:6]1[CH:14]=[CH:13][C:9]2[N:10]=[CH:11][NH:12][C:8]=2[CH:7]=1.[CH3:15][C:16]1[CH:23]=[CH:22][C:19]([CH2:20][NH2:21])=[CH:18][CH:17]=1>>[CH3:15][C:16]1[CH:23]=[CH:22][C:19]([CH2:20][N:21]2[CH:5]=[N:4][N:3]=[C:2]2[C:6]2[CH:14]=[CH:13][C:9]3[NH:10][CH:11]=[N:12][C:8]=3[CH:7]=2)=[CH:18][CH:17]=1. Reported procedure: The compound was synthesized starting from 5-(1,3,4-oxadiazol-2-yl)benzimidazole (186 mg, 1 mmol) and 4-methylbenzylamine (0.5 ml) as described above; yield: 0.071 g (24.6%); The reactants are COC(=O)c1nccn2cc(-c3ccc(F)cc3)nc12, CC(C)O, [Na]. Product: CC(C)Oc1nccn2cc(-c3ccc(F)cc3)nc12. Reaction SMILES: [CH3:2][O:3][C:4](=[O:5])[c:6]1[c:7]2[n:8]([cH:9][cH:10][n:11]1)[cH:12][c:13](-[c:15]1[cH:16][cH:17][c:18]([F:21])[cH:19][cH:20]1)[n:14]2.[CH:22]([CH3:23])([CH3:24])[OH:25].[Na:1]>>[c:6]1([O:25][CH:22]([CH3:23])[CH3:24])[c:7]2[n:8]([cH:9][cH:10][n:11]1)[cH:12][c:13](-[c:15]1[cH:16][cH:17][c:18]([F:21])[cH:19][cH:20]1)[n:14]2. Reactants: O (water), C(C1=CC=CC=C1)OC=1C=CC=C2C(=CNC12)C[C@@H](C)N1C(C=2C(C1=O)=CC=CC2)=O ((R)-7-Benzyloxy-3-(2-phthalimidopropyl)indole), C(=O)[O-].[NH4+] (Ammonium formate). The reagents and catalysts are [Pd] (palladium on carbon). Run in C(C)O (ethanol). Run at temperature 95 celsius, time 1 hour. The product is OC=1C=CC=C2C(=CNC12)C[C@@H](C)N1C(C=2C(C1=O)=CC=CC2)=O ((R)-7-hydroxy-3-(2-phthalimidopropyl)indole). RXN SMILES: C([O:8][C:9]1[CH:10]=[CH:11][CH:12]=[C:13]2[C:17]=1[NH:16][CH:15]=[C:14]2[CH2:18][C@H:19]([N:21]1[C:25](=[O:26])[C:24]2=[CH:27][CH:28]=[CH:29][CH:30]=[C:23]2[C:22]1=[O:31])[CH3:20])C1C=CC=CC=1.O.C([O-])=O.[NH4+]>C(O)C.[Pd]>[OH:8][C:9]1[CH:10]=[CH:11][CH:12]=[C:13]2[C:17]=1[NH:16][CH:15]=[C:14]2[CH2:18][C@H:19]([N:21]1[C:25](=[O:26])[C:24]2=[CH:27][CH:28]=[CH:29][CH:30]=[C:23]2[C:22]1=[O:31])[CH3:20] |f:2.3|. Procedure details: (R)-7-Benzyloxy-3-(2-phthalimidopropyl)indole 12.16 g was dissolved in 400 ml of ethanol, and a water 100 ml suspension of a 10% palladium on carbon catalyst (content 50%) 4.00 g prepared separately was added thereto. Ammonium formate 6.00 g was added thereto while stirring, and the suspension was heated in an oil bath of 95° C. For one hour. After cooling down, the catalyst was filtered off, and the filtrate was concentrated under reduced pressure. Acetone was added to the residue, and a deposi... The reactants are CC1(O)CCN(C(=O)OC(C)(C)C)C1, C1CCOC1, Cc1ccccc1, O=C(Cl)Cl. Product: CC(C)(C)OC(=O)N1CCC(C)(OC(=O)Cl)C1. RXN SMILES: [C:1]([CH3:2])([CH3:3])([CH3:4])[O:5][C:6](=[O:7])[N:8]1[CH2:9][C:10]([CH3:13])([OH:14])[CH2:11][CH2:12]1.[CH2:19]1[O:20][CH2:21][CH2:22][CH2:23]1.[CH3:24][c:25]1[cH:26][cH:27][cH:28][cH:29][cH:30]1.[Cl:15][C:16]([Cl:17])=[O:18]>>[C:1]([CH3:2])([CH3:3])([CH3:4])[O:5][C:6](=[O:7])[N:8]1[CH2:9][C:10]([CH3:13])([O:14][C:16]([Cl:15])=[O:18])[CH2:11][CH2:12]1. Starting materials: stannous chloride dihydrate, [OH-].[Na+] (sodium hydroxide), yellow needles, Cl (hydrochloric acid), ClC1=C(C#N)C=C(C(=C1[N+](=O)[O-])Cl)[N+](=O)[O-] (2,4-dichloro-3,5-dinitrobenzonitrile). Product: ClC1=C(C#N)C=C(C(=C1N)Cl)N (2,4-Dichloro-3,5-diaminobenzonitrile). Reported procedure: A solution of 330 g. (1.46 mole) of stannous chloride dihydrate in 807 ml. of concentrated hydrochloric acid is stirred and there is added 53.5 gm. (0.204 mole) of 2,4-dichloro-3,5-dinitrobenzonitrile. The temperature rises to 85° and is then allowed to cool to room temperature over a period of 2 hours. The mixture is cooled to 5° in an ice-bath and there is added, slowly, 50% sodium hydroxide until the mixture is strongly basic. The precipitate is removed by filtration. The filtrate is placed i... As a reaction SMILES: Cl.[Cl:2][C:3]1[C:10]([N+:11]([O-])=O)=[C:9]([Cl:14])[C:8]([N+:15]([O-])=O)=[CH:7][C:4]=1[C:5]#[N:6].[OH-].[Na+]>>[Cl:2][C:3]1[C:10]([NH2:11])=[C:9]([Cl:14])[C:8]([NH2:15])=[CH:7][C:4]=1[C:5]#[N:6] |f:2.3|.